From a dataset of the Open Reaction Database (ORD), a public repository of structured organic reaction records. describe an organic reaction: reactants, conditions, products, and yield Reactants: C1CCOC1, CNc1ccccc1Cl, [Na+], O=C(O)CCCOc1ccccc1, [OH-], O, O=C(O)c1nc2c(s1)CCOc1ccccc1-2. Product: CN(C(=O)c1nc2c(s1)CCOc1ccccc1-2)c1ccccc1Cl. As a reaction SMILES: [CH2:42]1[O:43][CH2:44][CH2:45][CH2:46]1.[Cl:33][c:34]1[c:35]([NH:36][CH3:37])[cH:38][cH:39][cH:40][cH:41]1.[Na+:32].[O:1]([CH2:2][CH2:3][CH2:4][C:5]([OH:6])=[O:7])[c:8]1[cH:9][cH:10][cH:11][cH:12][cH:13]1.[OH-:31].[OH2:47].[n:14]1[c:15]([C:28](=[O:29])[OH:30])[s:16][c:17]2[c:23]1-[c:22]1[c:21]([cH:27][cH:26][cH:25][cH:24]1)[O:20][CH2:19][CH2:18]2>>[n:14]1[c:15]([C:28](=[O:30])[N:36]([c:35]2[c:34]([Cl:33])[cH:41][cH:40][cH:39][cH:38]2)[CH3:37])[s:16][c:17]2[c:23]1-[c:22]1[c:21]([cH:27][cH:26][cH:25][cH:24]1)[O:20][CH2:19][CH2:18]2. Reactants: Cc1ccccc1, CCO, Nc1ccc(Oc2ncnc3[nH]ccc23)c(F)c1, O=C(Cc1ccccc1)N=C=S. Product: O=C(Cc1ccccc1)NC(=S)Nc1ccc(Oc2ncnc3[nH]ccc23)c(F)c1. As a reaction SMILES: [CH3:19][c:20]1[cH:21][cH:22][cH:23][cH:24][cH:25]1.[CH3:38][CH2:39][OH:40].[F:1][c:2]1[cH:3][c:4]([NH2:18])[cH:5][cH:6][c:7]1[O:8][c:9]1[c:10]2[c:11]([n:12][cH:13][n:14]1)[nH:15][cH:16][cH:17]2.[c:26]1([CH2:32][C:33](=[O:34])[N:35]=[C:36]=[S:37])[cH:27][cH:28][cH:29][cH:30][cH:31]1>>[F:1][c:2]1[cH:3][c:4]([NH:18][C:36]([NH:35][C:33]([CH2:32][c:26]2[cH:27][cH:28][cH:29][cH:30][cH:31]2)=[O:34])=[S:37])[cH:5][cH:6][c:7]1[O:8][c:9]1[c:10]2[c:11]([n:12][cH:13][n:14]1)[nH:15][cH:16][cH:17]2. Reactants: CN(C(CNC(=O)OC(C)(C)C)=O)OC (N-tert.-butoxycarbonylglycine N-methyl-N-methoxyamide), solution, C(C)(C)[Mg]Cl (isopropyl magnesium chloride), Cl (hydrochloric acid). Run in O1CCCC1 (tetrahydrofuran), C(C)OCC (diethyl ether), O1CCCC1 (tetrahydrofuran). Conditions: temperature 2.5 celsius, time 4 hour. Yields the product C(C)(C)(C)OC(=O)NCC(C(C)C)=O (4-tert.-butoxycarbonylamino-2-methyl-3-butanone). Reaction SMILES: CN(OC)[C:3](=[O:13])[CH2:4][NH:5][C:6]([O:8][C:9]([CH3:12])([CH3:11])[CH3:10])=[O:7].[CH:16]([Mg]Cl)([CH3:18])[CH3:17].Cl>O1CCCC1.C(OCC)C>[C:9]([O:8][C:6]([NH:5][CH2:4][C:3](=[O:13])[CH:16]([CH3:18])[CH3:17])=[O:7])([CH3:10])([CH3:11])[CH3:12]. Procedure details: A solution of 10.9 g of N-tert.-butoxycarbonylglycine N-methyl-N-methoxyamide in 300 ml of anhydrous tetrahydrofuran and 100 ml of anhydrous diethyl ether was cooled at 0-5° C. while 100 ml of a 2M solution of isopropyl magnesium chloride in tetrahydrofuran was added slowly. The mixture was stirred at 0-5° C. for 4 h then poured into 1.5 liter of 1M hydrochloric acid. The product was extracted with three portions of 500 ml diethyl ether. Combined extracts were washed with 500 ml brine then dried... Starting materials: ClC=1C=C(C(=C(C1)N(C1CCN(CC1)C(=O)OC(C)(C)C)CC)C)C(=O)OC (tert-butyl 4-{[5-chloro-3-(methoxycarbonyl)-2-methylphenyl](ethyl)amino}piperidine-1-carboxylate), [Li+].[OH-] (LiOH), Cl (HCl), [OH-].[Na+] (NaOH). Solvent: O1CCCC1 (tetrahydrofuran), O (water). Run at time 24 hour. Yields the product C(C)(C)(C)OC(=O)N1CCC(CC1)N(C=1C(=C(C(=O)O)C=C(C1)Cl)C)CC (3-({1-[(tert-butoxy)carbonyl]piperidin-4-yl}(ethyl)amino)-5-chloro-2-methylbenzoic acid). Yield: 96.1%. RXN SMILES: [Cl:1][C:2]1[CH:3]=[C:4]([C:25]([O:27]C)=[O:26])[C:5]([CH3:24])=[C:6]([N:8]([CH2:22][CH3:23])[CH:9]2[CH2:14][CH2:13][N:12]([C:15]([O:17][C:18]([CH3:21])([CH3:20])[CH3:19])=[O:16])[CH2:11][CH2:10]2)[CH:7]=1.[Li+].[OH-].[OH-].[Na+].Cl>O1CCCC1.O>[C:18]([O:17][C:15]([N:12]1[CH2:11][CH2:10][CH:9]([N:8]([CH2:22][CH3:23])[C:6]2[C:5]([CH3:24])=[C:4]([CH:3]=[C:2]([Cl:1])[CH:7]=2)[C:25]([OH:27])=[O:26])[CH2:14][CH2:13]1)=[O:16])([CH3:21])([CH3:20])[CH3:19] |f:1.2,3.4|. Procedure details: To a solution of tert-butyl 4-{[5-chloro-3-(methoxycarbonyl)-2-methylphenyl](ethyl)amino}piperidine-1-carboxylate (131 mg, 0.32 mmol) in tetrahydrofuran (2 ml) was added LiOH (8.4 mg, 0.35 mmol) in deionized water (2 ml). The reaction mixture was stirred in air at room temperature for 24 hours. 1M NaOH (3.19 ml) was added to the reaction mixture and this was stirred for a further 24 hours. The reaction mixture was then warmed to 40° C. for 25 h. The reaction mixture was acidified to pH 2-3 with ...